Dataset: the Open Reaction Database (ORD), a public repository of structured organic reaction records. Task: describe an organic reaction: reactants, conditions, products, and yield The reactants are OC(C1=CC=CC=C1)C1C(CCC1)[C-]1C=CC=C1.[CH-]1C=CC=C1.[Fe+2] (1-(α-Hydroxybenzyl)-2-ferrocenyl cyclopentane). Solvent: [Cl-].[Ca+2].[Cl-] (calcium chloride). Run at time 1 hour. Yields the product C(C1=CC=CC=C1)(=O)C1C(CCC1)[C-]1C=CC=C1.[CH-]1C=CC=C1.[Fe+2] (1-Benzoyl-2-ferrocenyl-cyclopentane). Yield: 22.3%. As a reaction SMILES: [OH:1][CH:2]([CH:9]1[CH2:13][CH2:12][CH2:11][CH:10]1[C-:14]1[CH:18]=[CH:17][CH:16]=[CH:15]1)[C:3]1[CH:8]=[CH:7][CH:6]=[CH:5][CH:4]=1.[CH-:19]1[CH:23]=[CH:22][CH:21]=[CH:20]1.[Fe+2:24]>[Cl-].[Ca+2].[Cl-]>[C:2]([CH:9]1[CH2:13][CH2:12][CH2:11][CH:10]1[C-:14]1[CH:18]=[CH:17][CH:16]=[CH:15]1)(=[O:1])[C:3]1[CH:8]=[CH:7][CH:6]=[CH:5][CH:4]=1.[CH-:19]1[CH:23]=[CH:22][CH:21]=[CH:20]1.[Fe+2:24] |f:0.1.2,3.4.5,6.7.8|. Reported procedure: 1-(α-Hydroxybenzyl)-2-ferrocenyl cyclopentane (360 mg; 1 mmole) was added to a suspension of chromium trioxide dipyridine complex (1.6g; sixfold excess) in calcium chloride dried methylene chloride (25 ml) at room temperature with stirring for 1 hr. The suspension was filtered, the organic solution was washed with 2N NaOH (2 × 100 ml), 2N HCl (2 × 100 ml) and water (2 × 100 ml), and dried (Na2SO4) to yield a pale brown oil which crystallized on trituration with petroleum ether. Recrystallization... Reactants: CC(=O)[O-], CC(=O)O, COc1cccc(C=O)c1C(C)C, C[N+](=O)[O-], [NH4+]. Yields the product COc1cccc(C=C[N+](=O)[O-])c1C(C)C. As a reaction SMILES: [CH3:19][C:20](=[O:21])[O-:22].[CH3:23][C:24](=[O:25])[OH:26].[CH:1]([CH3:2])([CH3:3])[c:4]1[c:5]([CH:6]=[O:7])[cH:8][cH:9][cH:10][c:11]1[O:12][CH3:13].[N+:14](=[O:15])([O-:16])[CH3:17].[NH4+:18]>>[CH:1]([CH3:2])([CH3:3])[c:4]1[c:5]([CH:6]=[CH:17][N+:14](=[O:15])[O-:16])[cH:8][cH:9][cH:10][c:11]1[O:12][CH3:13]. Reactants: CC1(NC2CCCCC2C(C1)C)C (2,2,4-trimethyl decahydroquinoline), N1CCCC2CCCCC12 (decahydroquinoline), alkyl halide, ICC (iodoethane). Conditions: temperature 105 celsius, time 3 hour. The product is C(C)N1C(CC(C2CCCCC12)C)(C)C (1-ethyl-2,2,4-trimethyl decahydroquinoline), product. Reaction SMILES: N1C2C(CCCC2)C[CH2:3][CH2:2]1.[CH3:11][C:12]1([CH3:23])[CH2:21][CH:20]([CH3:22])[CH:19]2[CH:14]([CH2:15][CH2:16][CH2:17][CH2:18]2)[NH:13]1.ICC>>[CH2:2]([N:13]1[CH:14]2[CH:19]([CH2:18][CH2:17][CH2:16][CH2:15]2)[CH:20]([CH3:22])[CH2:21][C:12]1([CH3:23])[CH3:11])[CH3:3]. Reported procedure: 1-ethyl-2,2,4-trimethyl decahydroquinoline was prepared by the reaction of the intermediate saturated decahydroquinoline with the alkyl halide. 36.3 grams (0.2 mole) of 2,2,4-trimethyl decahydroquinoline of about 76% cis structure was placed into a reactor vessel equipped for heating and agitation. 15.6 grams (0.1 mole) of iodoethane was added dropwise to the reactor vessel. The mix was heated to 105° C. while stirring for 3 hours. A thick slurry formed which was filtered out and washed wih acet... The reactants are [I-].[K+] (potassium iodide), [N-]=[N+]=[N-].[Na+] (sodium azide), C1(=CC=CC=C1)S(=O)(=O)C=1C=C2CCCC(C2=CC1)CCOS(=O)(=O)C (methanesulfonic acid 2-(6-benzenesulfonyl-1,2,3,4-tetrahydro-naphthalen-1-yl)-ethyl ester), Cl (HCl), [H-].[Al+3].[Li+].[H-].[H-].[H-] (lithium aluminum hydride), C1CCOC1 (THF). Run in CO (MeOH), O (water), CN(C)C=O (DMF), CCOCC (Et2O). Conditions: temperature 0 celsius, time 48 hour. The product is Cl.C1(=CC=CC=C1)S(=O)(=O)C=1C=C2CCCC(C2=CC1)CCN (2-(6-benzenesulfonyl-1,2,3,4-tetrahydro-naphthalen-1-yl)-ethylamine hydrochloride salt). The yield is 17.0%. As a reaction SMILES: [C:1]1([S:7]([C:10]2[CH:11]=[C:12]3[C:17](=[CH:18][CH:19]=2)[CH:16]([CH2:20][CH2:21]OS(C)(=O)=O)[CH2:15][CH2:14][CH2:13]3)(=[O:9])=[O:8])[CH:6]=[CH:5][CH:4]=[CH:3][CH:2]=1.[I-].[K+].[N-:29]=[N+]=[N-].[Na+].[H-].[Al+3].[Li+].[H-].[H-].[H-].C1COCC1.[ClH:44]>CN(C=O)C.CO.CCOCC.O>[ClH:44].[C:1]1([S:7]([C:10]2[CH:11]=[C:12]3[C:17](=[CH:18][CH:19]=2)[CH:16]([CH2:20][CH2:21][NH2:29])[CH2:15][CH2:14][CH2:13]3)(=[O:9])=[O:8])[CH:6]=[CH:5][CH:4]=[CH:3][CH:2]=1 |f:1.2,3.4,5.6.7.8.9.10,17.18|. Reported procedure: A solution of methanesulfonic acid 2-(6-benzenesulfonyl-1,2,3,4-tetrahydro-naphthalen-1-yl)-ethyl ester (1.12 g, 2.84 mmol) in thy DMF (25 mL) was stirred under argon at room temperature. Solid potassium iodide (0.25 g) and sodium azide (0.185 g, 2.84 mmol) were added, and the reaction mixture was allowed to stir for 48 hours. The reaction mixture was poured into 500 mL of water, and the aqueous mixture was extracted four times with 150 mL of EtOAc. The combined organic layers were washed with w... Starting materials: CC1=C(NC2=C1C(N(CCC2)CCN2CCCC2)=O)C=O (3-methyl-4-oxo-5-(2-pyrrolidin-1-yl-ethyl)-1,4,5,6,7,8-hexahydro-pyrrolo[3,2-c]azepine-2-carbaldehyde), BrC=1C=C2CC(NC2=CC1)=O (5-bromo-1,3-dihydro-indol-2-one). The product is BrC=1C=C2/C(/C(NC2=CC1)=O)=C/C1=C(C=2C(N(CCCC2N1)CCN1CCCC1)=O)C ((Z)-2-(5-bromo-2-oxo-1,2-dihydro-indol-3-ylidenemethyl)-3-methyl-5-(2-pyrrolidin-1-yl-ethyl)-5,6,7,8-tetrahydro-1H-pyrrolo[3,2-c]azepin-4-one). Isolated yield 70.4%. As a reaction SMILES: [CH3:1][C:2]1[C:6]2[C:7](=[O:19])[N:8]([CH2:12][CH2:13][N:14]3[CH2:18][CH2:17][CH2:16][CH2:15]3)[CH2:9][CH2:10][CH2:11][C:5]=2[NH:4][C:3]=1[CH:20]=O.[Br:22][C:23]1[CH:24]=[C:25]2[C:29](=[CH:30][CH:31]=1)[NH:28][C:27](=[O:32])[CH2:26]2>>[Br:22][C:23]1[CH:24]=[C:25]2[C:29](=[CH:30][CH:31]=1)[NH:28][C:27](=[O:32])/[C:26]/2=[CH:20]\[C:3]1[NH:4][C:5]2[CH2:11][CH2:10][CH2:9][N:8]([CH2:12][CH2:13][N:14]3[CH2:15][CH2:16][CH2:17][CH2:18]3)[C:7](=[O:19])[C:6]=2[C:2]=1[CH3:1]. Procedure details: The title compound was prepared under the same conditions as described in step 4 of Example 28 with 3-methyl-4-oxo-5-(2-pyrrolidin-1-yl-ethyl)-1,4,5,6,7,8-hexahydro-pyrrolo[3,2-c]azepine-2-carbaldehyde 28c obtained from step 3 of Example 28 and 5-bromo-1,3-dihydro-indol-2-one as starting materials to obtain (Z)-2-(5-bromo-2-oxo-1,2-dihydro-indol-3-ylidenemethyl)-3-methyl-5-(2-pyrrolidin-1-yl-ethyl)-5,6,7,8-tetrahydro-1H-pyrrolo[3,2-c]azepin-4-one 46 (61 mg, yield 70.4%) as a yellow solid. Yields the product C12(CC3CC(CC(C1)C3)C2)C=C(C#N)C2=CC=CC=C2 (3-(1-Adamantyl)-2-phenylpropenenitrile). Starting materials: C(#N)C(C1=CC=CC=C1)P(OCC)(OCC)=O (diethyl 1-cyano-1-phenylmethylphosphonate), [H-].[Na+] (NaH), C12(CC3CC(CC(C1)C3)C2)C=O (1-adamantanecarboxaldehyde), O (water). The yield is 28.3%. Reaction SMILES: [C:1]([CH:3](P(=O)(OCC)OCC)[C:4]1[CH:9]=[CH:8][CH:7]=[CH:6][CH:5]=1)#[N:2].[H-].[Na+].[C:20]12([CH:30]=O)[CH2:29][CH:24]3[CH2:25][CH:26]([CH2:28][CH:22]([CH2:23]3)[CH2:21]1)[CH2:27]2.O>C1COCC1>[C:20]12([CH:30]=[C:3]([C:4]3[CH:5]=[CH:6][CH:7]=[CH:8][CH:9]=3)[C:1]#[N:2])[CH2:21][CH:22]3[CH2:28][CH:26]([CH2:25][CH:24]([CH2:23]3)[CH2:29]1)[CH2:27]2 |f:1.2|. Run in C1CCOC1 (THF), C1CCOC1 (THF). Run at temperature 0 celsius, time 40 minute. Procedure details: A solution of diethyl 1-cyano-1-phenylmethylphosphonate (10.97 g, 43.3 mmol) in dry THF (60 mL) at 0° C. was treated with NaH (60% dispersion in oil, 1.7 g, 43.3 mmol), stirred at 0° C. for 40 min, warmed to room temperature for 20 min, treated with a solution of 1-adamantanecarboxaldehyde (3.56 g, 21.7 mmol) in dry THF (10 mL) and heated at 60° C. for 16 h. The reaction mixture was cooled, treated with water (50 mL), extracted with EtOAc (3×20 mL), the extracts washed with brine (40 mL), dried ... Starting materials: CS(=O)C=1N=CC2=C(N1)N(C(C=C2)=O)C2=CC=CC=C2 (2-methanesulfinyl-8-phenyl-8H-pyrido[2,3-d]pyrimidin-7-one), NC1=CC=CC=C1 (aniline), CCCCCC (Hexane). Run in C(C)(=O)OCC (ethyl acetate). Run at temperature 175 celsius. Product: C1(=CC=CC=C1)NC=1N=CC2=C(N1)N(C(C=C2)=O)C2=CC=CC=C2 (2-phenylamino-8-phenyl-8H-pyrido[2,3-d]pyrimidin-7-one). Yield: 39.0%. RXN SMILES: CS([C:4]1[N:5]=[CH:6][C:7]2[CH:13]=[CH:12][C:11](=[O:14])[N:10]([C:15]3[CH:20]=[CH:19][CH:18]=[CH:17][CH:16]=3)[C:8]=2[N:9]=1)=O.[NH2:21][C:22]1[CH:27]=[CH:26][CH:25]=[CH:24][CH:23]=1.CCCCCC>C(OCC)(=O)C>[C:22]1([NH:21][C:4]2[N:5]=[CH:6][C:7]3[CH:13]=[CH:12][C:11](=[O:14])[N:10]([C:15]4[CH:20]=[CH:19][CH:18]=[CH:17][CH:16]=4)[C:8]=3[N:9]=2)[CH:27]=[CH:26][CH:25]=[CH:24][CH:23]=1. Procedure: A mixture of 2-methanesulfinyl-8-phenyl-8H-pyrido[2,3-d]pyrimidin-7-one (197 mg, 0.69 mmol) and 1 mL of aniline was heated at 175° C. for 10 minutes then cooled to room temperature. Hexane and ethyl acetate were added, and the solid was collected by filtration and purified by flash chromatography eluting with ethyl acetate. The fractions containing product were concentrated, and the residue was recrystallized first from hexane and ethyl acetate then from chloroform and ethyl acetate to provide 8... Starting materials: Cl, Cc1cc(F)cc([N+](=O)[O-])c1N, [I-], [K+], O=N[O-], [Na+], [Na+], [Na+], O, O=S([O-])([O-])=S. The product is Cc1cc(F)cc([N+](=O)[O-])c1I. RXN SMILES: [ClH:5].[F:6][c:7]1[cH:8][c:9]([CH3:17])[c:10]([NH2:11])[c:12]([N+:14](=[O:15])[O-:16])[cH:13]1.[I-:19].[K+:18].[N:1]([O-:2])=[O:3].[Na+:25].[Na+:26].[Na+:4].[OH2:27].[S:20]([O-:21])([O-:22])(=[O:23])=[S:24]>>[F:6][c:7]1[cH:8][c:9]([CH3:17])[c:10]([I:19])[c:12]([N+:14](=[O:15])[O-:16])[cH:13]1. Starting materials: P(=O)(OCC(COC(NCCCCCCCCCCCCCCCCCC)=O)OC)(OCCBr)[O-] (3-(N-n-Octadecylcarbamoyloxy)-2-methoxypropyl 2-bromoethyl phosphate), CN(C)C (trimethylamine). The solvent is C1(=CC=CC=C1)C (toluene). Run at time 3 day. Product: P(=O)(OCC(COC(NCCCCCCCCCCCCCCCCCC)=O)OC)(OCC[N+](C)(C)C)[O-] (3-(N-n-Octadecylcarbamoyloxy)-2-methoxypropyl 2-trimethylammonioethyl phosphate). RXN SMILES: [P:1]([O-:35])([O:31][CH2:32][CH2:33]Br)([O:3][CH2:4][CH:5]([O:29][CH3:30])[CH2:6][O:7][C:8](=[O:28])[NH:9][CH2:10][CH2:11][CH2:12][CH2:13][CH2:14][CH2:15][CH2:16][CH2:17][CH2:18][CH2:19][CH2:20][CH2:21][CH2:22][CH2:23][CH2:24][CH2:25][CH2:26][CH3:27])=[O:2].[CH3:36][N:37]([CH3:39])[CH3:38]>C1(C)C=CC=CC=1>[P:1]([O-:35])([O:31][CH2:32][CH2:33][N+:37]([CH3:39])([CH3:38])[CH3:36])([O:3][CH2:4][CH:5]([O:29][CH3:30])[CH2:6][O:7][C:8](=[O:28])[NH:9][CH2:10][CH2:11][CH2:12][CH2:13][CH2:14][CH2:15][CH2:16][CH2:17][CH2:18][CH2:19][CH2:20][CH2:21][CH2:22][CH2:23][CH2:24][CH2:25][CH2:26][CH3:27])=[O:2]. Procedure: In 60 ml of toluene containing 10 g of trimethylamine is dissolved 2.0 g of the phosphate ester obtained in Example 10, and the solution is allowed to stand at room temperature for 3 days. The reaction mixture is concentrated to dryness under reduced pressure, the residue is dissolved in 50 ml of methanol, and 2 g of silver carbonate is added. The mixture is refluxed for 1 hour and, then, filtered. The filtrate is evaporated to dryness, and the residue is separated and purified by silica gel chr...